Task: describe an organic reaction: reactants, conditions, products, and yield. Dataset: the Open Reaction Database (ORD), a public repository of structured organic reaction records Reactants: C(C)(=O)O (acetic acid), CCO (EtOH), [H-].[Na+] (NaH), BrC1=CC=C(C=C1)N(C(=O)NC1=NC(=CC(=N1)OCC(F)(F)F)OCC(F)(F)F)C (N-(4-bromophenyl)-N′-[4,6-bis(2,2,2-trifluoroethoxy)pyrimidin-2-yl]-N-methylurea). Solvent: CN(C)C=O (DMF), CN(C)C=O (DMF). Run at temperature 60 celsius. The product is BrC1=CC=C(C=C1)N(C(=O)NC1=NC(=CC(=N1)OCC)OCC(F)(F)F)C (N-(4-bromophenyl)-N′-[4-ethoxy-6-(2,2,2-trifluoroethoxy)-pyrimidin-2-yl]-N-methylurea). Yield: 20.7%. RXN SMILES: [H-].[Na+].CCO.[Br:6][C:7]1[CH:12]=[CH:11][C:10]([N:13]([CH3:35])[C:14]([NH:16][C:17]2[N:22]=[C:21]([O:23][CH2:24][C:25]([F:28])([F:27])[F:26])[CH:20]=[C:19]([O:29][CH2:30][C:31](F)(F)F)[N:18]=2)=[O:15])=[CH:9][CH:8]=1.C(O)(=O)C>CN(C=O)C>[Br:6][C:7]1[CH:12]=[CH:11][C:10]([N:13]([CH3:35])[C:14]([NH:16][C:17]2[N:18]=[C:19]([O:29][CH2:30][CH3:31])[CH:20]=[C:21]([O:23][CH2:24][C:25]([F:27])([F:26])[F:28])[N:22]=2)=[O:15])=[CH:9][CH:8]=1 |f:0.1|. Reported procedure: To a suspension of NaH (320 mg, 8.0 mmol, 60% dispersion in mineral oil) in anhydrous DMF (5 mL) under an N2 atmosphere was added anhydrous EtOH (583 μL, 10 mmol). To this solution was added a solution of N-(4-bromophenyl)-N′-[4,6-bis(2,2,2-trifluoroethoxy)pyrimidin-2-yl]-N-methylurea (1.0 g, 2.0 mmol), prepared in a manner similar to 7, in anhydrous DMF (3 mL). The resulting solution was heated (ca. 60° C.) for 2 h, the heat was removed and the solution cooled to room temperature. The solution ... The yield is 54.2%. Reactants: ClC1=NC=C(C#N)C=C1 (6-chloronicotinonitrile), FC(C(=O)O)(F)F.NCCCOC=1C=C2CC[C@H](C2=CC1)CC(=O)OCC (ethyl [(1S)-5-(3-aminopropoxy)-2,3-dihydro-1H-inden-1-yl]acetate trifluoroacetate). Reported procedure: A mixture of 6-chloronicotinonitrile (0.78 g, 5.54 mmol) and ethyl [(1S)-5-(3-aminopropoxy)-2,3-dihydro-1H-inden-1-yl]acetate trifluoroacetate (Example 263, 2.17 g, 5.54 mmol) in CH3CN (14 mL) and 1,4-dioxane (14 mL) was heated to reflux for 8 h, cooled to rt, and then concentrated under reduced pressure. The product (1.14 g, 54%) was isolated after column chromatography (2:1 hexanes/EtOAc). 1H NMR (400 MHz, CD2Cl2) δ 8.20 (s, 1H), 7.45 (dd, 1H), 6.94 (d, 1H), 6.67 (s, 1H), 6.58 (dd, 1H), 6.32 (... RXN SMILES: Cl[C:2]1[CH:9]=[CH:8][C:5]([C:6]#[N:7])=[CH:4][N:3]=1.FC(F)(F)C(O)=O.[NH2:17][CH2:18][CH2:19][CH2:20][O:21][C:22]1[CH:23]=[C:24]2[C:28](=[CH:29][CH:30]=1)[C@H:27]([CH2:31][C:32]([O:34][CH2:35][CH3:36])=[O:33])[CH2:26][CH2:25]2>CC#N.O1CCOCC1>[C:6]([C:5]1[CH:8]=[CH:9][C:2]([NH:17][CH2:18][CH2:19][CH2:20][O:21][C:22]2[CH:23]=[C:24]3[C:28](=[CH:29][CH:30]=2)[C@H:27]([CH2:31][C:32]([O:34][CH2:35][CH3:36])=[O:33])[CH2:26][CH2:25]3)=[N:3][CH:4]=1)#[N:7] |f:1.2|. The product is C(#N)C=1C=CC(=NC1)NCCCOC=1C=C2CC[C@H](C2=CC1)CC(=O)OCC (ethyl ((1S)-5-{3-[(5-cyano-2-pyridinyl)amino]propoxy}-2,3-dihydro-1H-inden-1-yl)acetate). Run in CC#N (CH3CN), O1CCOCC1 (1,4-dioxane). Starting materials: FC1=CC=C(CCN2CCC(CC2)N2CCC3=CC=C(C=C23)C=O)C=C1 (1-[1-(4-fluorophenethyl)-piperidin-4-yl]-6-formylindoline), [Cl-].O[NH3+] (hydroxylammonium chloride), C(C)(=O)[O-].[Na+] (sodium acetate). The solvent is C(C)O (ethanol). Yields the product FC1=CC=C(CCN2CCC(CC2)N2CCC3=CC=C(C=C23)C=NO)C=C1 (1-[1-(4-fluorophenethyl)-piperdin-4-yl]-6-hydroxyiminomethylindoline). Isolated yield 85.0%. RXN SMILES: [F:1][C:2]1[CH:26]=[CH:25][C:5]([CH2:6][CH2:7][N:8]2[CH2:13][CH2:12][CH:11]([N:14]3[C:22]4[C:17](=[CH:18][CH:19]=[C:20]([CH:23]=O)[CH:21]=4)[CH2:16][CH2:15]3)[CH2:10][CH2:9]2)=[CH:4][CH:3]=1.[Cl-].[OH:28][NH3+:29].C([O-])(=O)C.[Na+]>C(O)C>[F:1][C:2]1[CH:26]=[CH:25][C:5]([CH2:6][CH2:7][N:8]2[CH2:13][CH2:12][CH:11]([N:14]3[C:22]4[C:17](=[CH:18][CH:19]=[C:20]([CH:23]=[N:29][OH:28])[CH:21]=4)[CH2:16][CH2:15]3)[CH2:10][CH2:9]2)=[CH:4][CH:3]=1 |f:1.2,3.4|. Procedure details: A suspension of crude 1-[1-(4-fluorophenethyl)-piperidin-4-yl]-6-formylindoline (35 g), hydroxylammonium chloride (10.4 g) and anhydrous sodium acetate (12.3 g) in ethanol (400 ml) was stirred at room temperature for a day. Then the reaction solution was concentrated under reduced pressure, diluted with ethyl acetate (500 ml), an 8 N aqueous solution (30 ml) of sodium hydroxide and water (100 ml) and the layers were separated. The organic layer was washed with brine and dried over magnesium sulf... The reactants are C, CCOC(C)=O, COc1ccc2c(c1)CC(CC=CCCCCCCC(CCC(F)(F)C(F)(F)C(F)(F)C(F)(F)F)C(=O)N1C(=O)N(C)C(C)C1c1ccccc1)C1C2CCC2(C)C(O)CCC12, COc1ccc2c(c1)CC(CC=CCCCCCCC(CCC(F)(F)C(F)(F)C(F)(F)C(F)(F)F)C(=O)N1C(=O)N(C)C(C)C1c1ccccc1)C1C2CCC2(C)C(O)CCC12, [Pd]. Product: COc1ccc2c(c1)CC(CCCCCCCCCC(CCC(F)(F)C(F)(F)C(F)(F)C(F)(F)F)C(=O)N1C(=O)N(C)C(C)C1c1ccccc1)C1C2CCC2(C)C(O)CCC12. Reaction SMILES: [C:131].[CH3:125][CH2:126][O:127][C:128](=[O:129])[CH3:130].[CH3:1][N:2]1[C:3](=[O:62])[N:4]([C:14]([CH:15]([CH2:16][CH2:17][CH2:18][CH2:19][CH2:20][CH2:21][CH:22]=[CH:23][CH2:24][CH:25]2[CH:26]3[CH:27]4[CH2:28][CH2:29][CH:30]([OH:45])[C:31]4([CH3:32])[CH2:33][CH2:34][CH:35]3[c:36]3[cH:37][cH:38][c:39]([O:43][CH3:44])[cH:40][c:41]3[CH2:42]2)[CH2:46][CH2:47][C:48]([C:49]([C:50]([C:51]([F:52])([F:53])[F:54])([F:55])[F:56])([F:57])[F:58])([F:59])[F:60])=[O:61])[CH:5]([c:8]2[cH:9][cH:10][cH:11][cH:12][cH:13]2)[CH:6]1[CH3:7].[CH3:63][N:64]1[CH:65]([CH3:66])[CH:67]([c:68]2[cH:69][cH:70][cH:71][cH:72][cH:73]2)[N:74]([C:75](=[O:76])[CH:77]([CH2:78][CH2:79][C:80]([F:81])([F:82])[C:83]([F:84])([F:85])[C:86]([F:87])([F:88])[C:89]([F:90])([F:91])[F:92])[CH2:93][CH2:94][CH2:95][CH2:96][CH2:97][CH2:98][CH:99]=[CH:100][CH2:101][CH:102]2[CH2:103][c:104]3[cH:105][c:106]([O:107][CH3:108])[cH:109][cH:110][c:111]3[CH:112]3[CH:113]2[CH:114]2[C:115]([CH3:118])([CH2:116][CH2:117]3)[CH:119]([OH:120])[CH2:121][CH2:122]2)[C:123]1=[O:124].[Pd:132]>>[CH3:1][N:2]1[C:3](=[O:62])[N:4]([C:14]([CH:15]([CH2:16][CH2:17][CH2:18][CH2:19][CH2:20][CH2:21][CH2:22][CH2:23][CH2:24][CH:25]2[CH:26]3[CH:27]4[CH2:28][CH2:29][CH:30]([OH:45])[C:31]4([CH3:32])[CH2:33][CH2:34][CH:35]3[c:36]3[cH:37][cH:38][c:39]([O:43][CH3:44])[cH:40][c:41]3[CH2:42]2)[CH2:46][CH2:47][C:48]([C:49]([C:50]([C:51]([F:52])([F:53])[F:54])([F:55])[F:56])([F:57])[F:58])([F:59])[F:60])=[O:61])[CH:5]([c:8]2[cH:9][cH:10][cH:11][cH:12][cH:13]2)[CH:6]1[CH3:7].